The task is: describe an organic reaction: reactants, conditions, products, and yield. This data is from the Open Reaction Database (ORD), a public repository of structured organic reaction records. Reactants: C1(\C=C/C(=O)O1)=O.C=CCCCCCCCCCCCCCCCC (maleic anhydride octadecene), cyclic carboxylic anhydride, C(=C)OC=C (vinylether), C2 to C30 aliphatic 1-alkene, C1(\C=C/C(=O)O1)=O.C=CCCCCCCCCCCCC (maleic anhydride tetradecene), cyclic carboxylic anhydride, cyclic anhydride, C1(\C=C/C(=O)O1)=O.C=CCCCCCCCC (maleic anhydride decene). Product: C1(\C=C/C(=O)O1)=O.C(CCCCCCCCCCCCCCCCC)OC=C (maleic anhydride octadecyl vinylether), C1(\C=C/C(=O)O1)=O.COC=C (maleic anhydride methylvinylether). Reaction SMILES: [C:1]1(=[O:7])[O:6][C:4](=[O:5])[CH:3]=[CH:2]1.[CH2:8]=[CH:9][CH2:10][CH2:11][CH2:12][CH2:13][CH2:14][CH2:15][CH2:16][CH2:17][CH2:18][CH2:19][CH2:20][CH2:21][CH2:22][CH2:23][CH2:24][CH3:25].C1(=O)O[C:29](=[O:30])[CH:28]=C1.C=CCCCCCCCC.[C:43]1(=[O:49])[O:48][C:46](=[O:47])[CH:45]=[CH:44]1.C=CCCCCCCCCCCCC.[CH:64]([O:66][CH:67]=C)=[CH2:65]>>[C:4]1(=[O:5])[O:6][C:1](=[O:7])[CH:2]=[CH:3]1.[CH2:8]([O:30][CH:29]=[CH2:28])[CH2:9][CH2:10][CH2:11][CH2:12][CH2:13][CH2:14][CH2:15][CH2:16][CH2:17][CH2:18][CH2:19][CH2:20][CH2:21][CH2:22][CH2:23][CH2:24][CH3:25].[C:46]1(=[O:47])[O:48][C:43](=[O:49])[CH:44]=[CH:45]1.[CH3:67][O:66][CH:64]=[CH2:65] |f:0.1,2.3,4.5,7.8,9.10|. Procedure: The cyclic carboxylic anhydride can be used in an amount of about 10-70, preferably about 35-70 mol percent. More preferably 45-60 mol percent of ethylenically unsaturated cyclic anhydride is copolymerized with 40-55 mol percent of at least one C2 to C30 aliphatic 1-alkene to produce a copolymer such as, e.g., a maleic anhydride/octadecene copolymer, maleic anhydride/decene copolymer, and maleic anhydride/tetradecene copolymer. It is also contemplated to copolymerize 45-60 mol percent of a cycli...